Dataset: the Open Reaction Database (ORD), a public repository of structured organic reaction records. Task: describe an organic reaction: reactants, conditions, products, and yield Starting materials: [BH4-], CC(C)(C)OC(=O)NCCCN, Cc1cnc(C=O)c(C)c1, CO, [Na+]. Yields the product Cc1cnc(CNCCCNC(=O)OC(C)(C)C)c(C)c1. Reaction SMILES: [BH4-:23].[C:1]([CH3:2])([CH3:3])([CH3:4])[O:5][C:6]([NH:7][CH2:8][CH2:9][CH2:10][NH2:11])=[O:12].[CH3:13][c:14]1[c:15]([CH:21]=[O:22])[n:16][cH:17][c:18]([CH3:20])[cH:19]1.[CH3:25][OH:26].[Na+:24]>>[C:1]([CH3:2])([CH3:3])([CH3:4])[O:5][C:6]([NH:7][CH2:8][CH2:9][CH2:10][NH:11][CH2:21][c:15]1[c:14]([CH3:13])[cH:19][c:18]([CH3:20])[cH:17][n:16]1)=[O:12]. The reactants are O=C([O-])O, COCN(Cc1ccccc1)C[Si](C)(C)C, Cc1ccccc1, ClCCl, [Na+], O=C(O)C(F)(F)F, O=C(C=Cc1ccccc1)N1C(=O)OCC1c1ccccc1. Yields the product O=C1OCC(c2ccccc2)N1C(=O)C1CN(Cc2ccccc2)CC1c1ccccc1. RXN SMILES: [C:46](=[O:47])([OH:48])[O-:49].[CH2:1]([c:2]1[cH:3][cH:4][cH:5][cH:6][cH:7]1)[N:8]([CH2:9][O:15][CH3:16])[CH2:12][Si:10]([CH3:11])([CH3:13])[CH3:14].[CH3:51][c:52]1[cH:53][cH:54][cH:55][cH:56][cH:57]1.[Cl:58][CH2:59][Cl:60].[Na+:50].[OH:39][C:40]([C:41]([F:42])([F:43])[F:44])=[O:45].[c:17]1([CH:23]2[N:24]([C:29]([CH:30]=[CH:31][c:32]3[cH:33][cH:34][cH:35][cH:36][cH:37]3)=[O:38])[C:25](=[O:28])[O:26][CH2:27]2)[cH:18][cH:19][cH:20][cH:21][cH:22]1>>[CH2:1]([c:2]1[cH:3][cH:4][cH:5][cH:6][cH:7]1)[N:8]1[CH2:9][CH:30]([C:29]([N:24]2[CH:23]([c:17]3[cH:18][cH:19][cH:20][cH:21][cH:22]3)[CH2:27][O:26][C:25]2=[O:28])=[O:38])[CH:31]([c:32]2[cH:33][cH:34][cH:35][cH:36][cH:37]2)[CH2:12]1. Reagents/catalysts: [Pd] (Pd—C). Run at temperature 40 celsius, time 3 hour. Isolated yield 97.8%. RXN SMILES: [F:1][C:2]1[C:7]([F:8])=[C:6]([F:9])[CH:5]=[CH:4][C:3]=1[N+:10]([O-])=O.[C:13]([OH:18])(=[O:17])[C:14]([CH3:16])=O>CC(O)C.[Pd]>[F:1][C:2]1[C:7]([F:8])=[C:6]([F:9])[CH:5]=[CH:4][C:3]=1[NH:10][CH:14]([CH3:16])[C:13]([OH:18])=[O:17]. Reported procedure: 2,3,4-Trifluoronitrobenzene (5.03 g) and pyruvic acid (2.75 g) were dissolved in IPA (40 ml). After adding 10% Pd—C (0.21 g), the mixture was stirred at 40° C. under a hydrogen gas pressure of 2.94 MPa for 3 hours. After filtering off Pd—C, the obtained filtrate was concentrated under reduced pressure. Thus the title compound (6.09 g) was obtained as colorless crystals. Various spectral data of this product was identical with those of a specimen synthesized separately. The product is FC1=C(NC(C(=O)O)C)C=CC(=C1F)F (2-(2,3,4-Trifluoroanilino)propionic acid). Starting materials: FC1=C(C=CC(=C1F)F)[N+](=O)[O-] (2,3,4-Trifluoronitrobenzene), C(C(=O)C)(=O)O (pyruvic acid). Solvent: CC(C)O (IPA). The reactants are Cl (hydrochloric acid), COC1=C(C=CC=C1)C1=NN(C2=NC=C(C=C21)B2OC(C(O2)(C)C)(C)C)COCC[Si](C)(C)C (3-(2-methoxy-phenyl)-5-(4,4,5,5-tetramethyl-[1,3,2]dioxaborolan-2-yl)-1-(2-trimethylsilanyl-ethoxymethyl)-1H-pyrazolo[3,4-b]pyridine), BrC=1C=C(C=CC1)[C@@H]([C@H](CC)O)O (1-(3-bromo-phenyl)-butane-1(S),2(S)-diol), C([O-])([O-])=O.[Na+].[Na+] (sodium carbonate). Reagents/catalysts: C1=CC=C(C=C1)[PH+](C2=CC=CC=C2)[C]3[CH][CH][CH][CH]3.C1=CC=C(C=C1)[PH+](C2=CC=CC=C2)[C]3[CH][CH][CH][CH]3.C(Cl)Cl.Cl[Pd]Cl.[Fe] (Dichloro[1,1′-bis(diphenylphoshino)ferrocene]palladium(II) dichloromethane adduct). The solvent is C(C)#N (acetonitrile), C1CCOC1 (THF). Yields the product COC1=C(C=CC=C1)C1=NN(C2=NC=C(C=C21)C=2C=C(C=CC2)C(C(CC)O)O)COCC[Si](C)(C)C (1-{3-[3-(2-methoxy-phenyl)-1-(2-trimethylsilanyl-ethoxymethyl)-1H-pyrazolo[3,4-b]pyridin-5-yl]-phenyl}-butane-1,2-diol), solid. Yield: 53.0%. Reaction SMILES: [CH3:1][O:2][C:3]1[CH:8]=[CH:7][CH:6]=[CH:5][C:4]=1[C:9]1[C:17]2[C:12](=[N:13][CH:14]=[C:15](B3OC(C)(C)C(C)(C)O3)[CH:16]=2)[N:11]([CH2:27][O:28][CH2:29][CH2:30][Si:31]([CH3:34])([CH3:33])[CH3:32])[N:10]=1.Br[C:36]1[CH:37]=[C:38]([C@H:42]([OH:47])[C@@H:43]([OH:46])[CH2:44][CH3:45])[CH:39]=[CH:40][CH:41]=1.C(=O)([O-])[O-].[Na+].[Na+].Cl>C1C=CC([PH+]([C]2[CH][CH][CH][CH]2)C2C=CC=CC=2)=CC=1.C1C=CC([PH+]([C]2[CH][CH][CH][CH]2)C2C=CC=CC=2)=CC=1.C(Cl)Cl.Cl[Pd]Cl.[Fe].C(#N)C.C1COCC1>[CH3:1][O:2][C:3]1[CH:8]=[CH:7][CH:6]=[CH:5][C:4]=1[C:9]1[C:17]2[C:12](=[N:13][CH:14]=[C:15]([C:40]3[CH:39]=[C:38]([CH:42]([OH:47])[CH:43]([OH:46])[CH2:44][CH3:45])[CH:37]=[CH:36][CH:41]=3)[CH:16]=2)[N:11]([CH2:27][O:28][CH2:29][CH2:30][Si:31]([CH3:32])([CH3:33])[CH3:34])[N:10]=1 |f:2.3.4,6.7.8.9.10,^1:59,60,61,62,63,77,78,79,80,81|. Procedure details: To a mixture of 3-(2-methoxy-phenyl)-5-(4,4,5,5-tetramethyl-[1,3,2]dioxaborolan-2-yl)-1-(2-trimethylsilanyl-ethoxymethyl)-1H-pyrazolo[3,4-b]pyridine (0.3 g, 0.62 n mmol) and 1-(3-bromo-phenyl)-butane-1(S),2(S)-diol (0.152 g, 0.62 mmol) in a 20 mL microwave reaction flask was added THF (3 mL), acetonitrile (3 mL), and sodium carbonate (1 N in water, 3 mL, 6 n mmol). The resulting suspension was purged with nitrogen for 1 minute. Dichloro[1,1′-bis(diphenylphoshino)ferrocene]palladium(II) dichlorom...